Dataset: the Open Reaction Database (ORD), a public repository of structured organic reaction records. Task: describe an organic reaction: reactants, conditions, products, and yield The reactants are CCOC(C)=O, CCN(C(C)C)C(C)C, Cc1ccc(C(=O)NC2CC2)cc1-n1cnc2ccc(OCCCl)cc2c1=O, Cl, [I-], [K+], C1CNCCOC1. The product is Cc1ccc(C(=O)NC2CC2)cc1-n1cnc2ccc(OCCN3CCCOCC3)cc2c1=O. RXN SMILES: [CH3:48][CH2:49][O:50][C:51](=[O:52])[CH3:53].[CH:39]([N:40]([CH2:41][CH3:42])[CH:43]([CH3:44])[CH3:45])([CH3:46])[CH3:47].[Cl:1][CH2:2][CH2:3][O:4][c:5]1[cH:6][c:7]2[c:8](=[O:28])[n:9](-[c:15]3[cH:16][c:17]([C:18](=[O:19])[NH:20][CH:21]4[CH2:22][CH2:23]4)[cH:24][cH:25][c:26]3[CH3:27])[cH:10][n:11][c:12]2[cH:13][cH:14]1.[ClH:31].[I-:30].[K+:29].[O:32]1[CH2:33][CH2:34][NH:35][CH2:36][CH2:37][CH2:38]1>>[CH2:2]([CH2:3][O:4][c:5]1[cH:6][c:7]2[c:8](=[O:28])[n:9](-[c:15]3[cH:16][c:17]([C:18](=[O:19])[NH:20][CH:21]4[CH2:22][CH2:23]4)[cH:24][cH:25][c:26]3[CH3:27])[cH:10][n:11][c:12]2[cH:13][cH:14]1)[N:35]1[CH2:34][CH2:33][O:32][CH2:38][CH2:37][CH2:36]1. Reactants: C1(=CC=C(OC)C=C1)C(=O)C(=O)C1=CC=C(OC)C=C1 (anisil), C1(=CC=C(OC)C=C1)C(=O)C(=O)C1=CC=C(OC)C=C1 (Anisil), Br (Hydrobromic acid), C1(=CC=C(OC)C=C1)C(=O)C(O)C1=CC=C(OC)C=C1 (anisoin), C(C)(=O)O (acetic acid). The reagents and catalysts are S(=O)(=O)([O-])[O-].[Cu+2] (copper sulphate). The solvent is N1=CC=CC=C1 (pyridine). The product is OC1=CC=C(C=C1)C(=O)C(=O)C1=CC=C(C=C1)O (4,4'-dihydroxybenzil). Isolated yield 94.4%. Reaction SMILES: [C:1]1([C:9]([C:11]([C:13]2[CH:20]=[CH:19][C:16]([O:17]C)=[CH:15][CH:14]=2)=[O:12])=[O:10])[CH:8]=[CH:7][C:4]([O:5]C)=[CH:3][CH:2]=1.C1(C(C(C2C=CC(OC)=CC=2)O)=O)C=CC(OC)=CC=1.C(O)(=O)C.Br>N1C=CC=CC=1.S([O-])([O-])(=O)=O.[Cu+2]>[OH:5][C:4]1[CH:3]=[CH:2][C:1]([C:9]([C:11]([C:13]2[CH:14]=[CH:15][C:16]([OH:17])=[CH:19][CH:20]=2)=[O:12])=[O:10])=[CH:8][CH:7]=1 |f:5.6|. Procedure details: Anisil (6.5 g), made by the oxidation of anisoin with copper sulphate in pyridine, was added to acetic acid (50 g) and heated to reflux to form a solution. Hydrobromic acid (s.g. 1.48) was added at reflux until anisil just started to precipitate (about 30 ml HBr being needed). After 2 hours' reflux, more hydrobromic acid (50 ml) was added, and the solution was refluxed for a further 2 hours. After this time, thin layer chromatography showed complete conversion into a single product. The solution... The reactants are solution, CC(C)([O-])C.[K+] (potassium t-butoxide), N1(C=NC=C1)C1=CC=C(C=O)C=C1 (4-(1H-imidazol-1-yl)benzaldehyde), ice water, [Cl-].C(=O)(O)CC[P+](C1=CC=CC=C1)(C1=CC=CC=C1)C1=CC=CC=C1 (β-carboxyethyltriphenylphosphonium chloride). Solvent: O1CCCC1 (tetrahydrofuran), O1CCCC1 (tetrahydrofuran). Reaction conditions: temperature -50 celsius, time 1 hour. Yields the product N1(C=NC=C1)C1=CC=C(C=C1)/C=C/CC(=O)O ((E)-4-[4-(1H-Imidazol-1-yl)phenyl]-3-butenoic acid). The yield is 75.3%. RXN SMILES: [N:1]1([C:6]2[CH:13]=[CH:12][C:9]([CH:10]=O)=[CH:8][CH:7]=2)[CH:5]=[CH:4][N:3]=[CH:2]1.[Cl-].[C:15]([CH2:18][CH2:19][P+](C1C=CC=CC=1)(C1C=CC=CC=1)C1C=CC=CC=1)([OH:17])=[O:16].CC(C)([O-])C.[K+]>O1CCCC1>[N:1]1([C:6]2[CH:13]=[CH:12][C:9](/[CH:10]=[CH:19]/[CH2:18][C:15]([OH:17])=[O:16])=[CH:8][CH:7]=2)[CH:5]=[CH:4][N:3]=[CH:2]1 |f:1.2,3.4|. Procedure: 5.45 g of 4-(1H-imidazol-1-yl)benzaldehyde and 12.93 g of β-carboxyethyltriphenylphosphonium chloride were suspended in 70 ml of tetrahydrofuran. The obtained suspension was cooled to -50° C. and vigorously stirred. 30 ml of a solution of 7.83 g of potassium t-butoxide in tetrahydrofuran was gradually added dropwise to the resulting suspension. The temperature of the obtained mixture was gradually raised to 0° C. After one hour, ice-water was added to the mixture. The obtained mixture was washed...